Task: describe an organic reaction: reactants, conditions, products, and yield. Dataset: the Open Reaction Database (ORD), a public repository of structured organic reaction records The reactants are CC1=C(C=CC=C1)[N+](=O)[O-] (o-methyl nitrobenzene), C(C)C1=C(C=CC=C1)[N+](=O)[O-] (o-ethyl nitrobenzene), [N+](=O)([O-])C1=CC=CC=C1 (nitrobenzene). The product is [N+]([O-])(=NC1=CC=CC=C1)C1=CC=CC=C1 (azoxybenzene). RXN SMILES: C[C:2]1[CH:7]=[CH:6][CH:5]=[CH:4][C:3]=1[N+:8]([O-:10])=O.C([C:13]1[CH:18]=[CH:17][CH:16]=[CH:15][C:14]=1[N+:19]([O-])=O)C.[N+](C1C=CC=CC=1)([O-])=O>>[N+:8]([C:3]1[CH:2]=[CH:7][CH:6]=[CH:5][CH:4]=1)(=[N:19][C:14]1[CH:15]=[CH:16][CH:17]=[CH:18][CH:13]=1)[O-:10]. Procedure details: The reduction reaction was carried out in the same manner as set forth in Example 6 except for using a mixture of 1.0 mmol of o-methyl nitrobenzene and 1.0 mmol of o-ethyl nitrobenzene instead of using nitrobenzene alone, and using 19.5 mg (the amount required for swelling of the reactant in 100%) of Polymer supported reagent-2, and thereby an azoxybenzene derivative of a symmetrical structure and an azoxybenzene derivative of an asymmetrical structure were obtained as a main product, respective... The product is C12(CC3CC(CC(C1)C3)C2)C2=NN=C(N2CCCCO)S (4-[3-(1-adamantyl)-5-mercapto-4H-1,2,4-triazol-4-yl]butan-1-ol). Reactants: Cl (HCl), C12(CC3CC(CC(C1)C3)C2)C(=O)NNC(=S)NCCCCO (1-(1-adamantylcarbonyl)-4-(4-hydroxybutyl) thiosemicarbazide), [OH-].[Na+] (NaOH), N#N (N2). Procedure: A mixture of 1-(1-adamantylcarbonyl)-4-(4-hydroxybutyl) thiosemicarbazide (H) (471 mg, 1.45 mmol) and 2 N NaOH (12 mL) was heated under reflux in a N2 atmosphere for 1.5 h. The cooled reaction was acidified with conc. HCl to pH 4. The precipitated solid was filtered, washed with water and dried to give 4-[3-(1-adamantyl)-5-mercapto-4H-1,2,4-triazol-4-yl] butan-1-ol (3-36). As a reaction SMILES: [C:1]12([C:11]([NH:13][NH:14][C:15]([NH:17][CH2:18][CH2:19][CH2:20][CH2:21][OH:22])=[S:16])=O)[CH2:10][CH:5]3[CH2:6][CH:7]([CH2:9][CH:3]([CH2:4]3)[CH2:2]1)[CH2:8]2.[OH-].[Na+].N#N.Cl>>[C:1]12([C:11]3[N:17]([CH2:18][CH2:19][CH2:20][CH2:21][OH:22])[C:15]([SH:16])=[N:14][N:13]=3)[CH2:10][CH:5]3[CH2:6][CH:7]([CH2:9][CH:3]([CH2:4]3)[CH2:2]1)[CH2:8]2 |f:1.2|. Starting materials: [BH4-], O=C([O-])O, CCOC(C)=O, Fc1ccc2c(c1)C(c1ccc(C(F)(F)F)cc1)=NCC2, [Na+], [Na+], O. Product: Fc1ccc2c(c1)C(c1ccc(C(F)(F)F)cc1)NCC2. Reaction SMILES: [BH4-:1].[C:4](=[O:5])([OH:6])[O-:7].[CH3:30][CH2:31][O:32][C:33](=[O:34])[CH3:35].[F:9][c:10]1[cH:11][cH:12][c:13]2[c:18]([cH:19]1)[C:17]([c:20]1[cH:21][cH:22][c:23]([C:26]([F:27])([F:28])[F:29])[cH:24][cH:25]1)=[N:16][CH2:15][CH2:14]2.[Na+:2].[Na+:8].[OH2:3]>>[F:9][c:10]1[cH:11][cH:12][c:13]2[c:18]([cH:19]1)[CH:17]([c:20]1[cH:21][cH:22][c:23]([C:26]([F:27])([F:28])[F:29])[cH:24][cH:25]1)[NH:16][CH2:15][CH2:14]2. The reactants are C=1(C(=CC=CC1)C(=O)NC1=CC=C(C(=O)N2CCCC3=CNC=4C=CC=C2C34)C=C1)C1=CC=CC=C1 (6-[4-[[(2-Biphenyl-)carbonyl]amino]benzoyl]-3,4,5,6-tetrahydro-1H-azepino[4,3,2-cd]indole), [Cl-].CC=[N+]=CC (N, N-dimethylmethyleneammonium chloride), C(Cl)Cl (CH2Cl2). Solvent: O (water). Conditions: time 2 hour. The product is C=1(C(=CC=CC1)C(=O)NC1=CC=C(C(=O)N2CCCC3=C(NC=4C=CC=C2C34)CN(C)C)C=C1)C1=CC=CC=C1 (6-[4-[[(2-Biphenyl-)carbonyl]amino]benzoyl]-2-(N, N-dimethylaminomethyl)-3,4,5,6-tetrahydro-1 H-azepino[4,3,2-cd]indole). As a reaction SMILES: [C:1]1([C:31]2[CH:36]=[CH:35][CH:34]=[CH:33][CH:32]=2)[C:2]([C:7]([NH:9][C:10]2[CH:30]=[CH:29][C:13]([C:14]([N:16]3[C:27]4[C:28]5[C:20](=[CH:21][NH:22][C:23]=5[CH:24]=[CH:25][CH:26]=4)[CH2:19][CH2:18][CH2:17]3)=[O:15])=[CH:12][CH:11]=2)=[O:8])=[CH:3][CH:4]=[CH:5][CH:6]=1.[Cl-].C[CH:39]=[N+:40]=[CH:41]C.[CH2:43](Cl)Cl>O>[C:1]1([C:31]2[CH:32]=[CH:33][CH:34]=[CH:35][CH:36]=2)[C:2]([C:7]([NH:9][C:10]2[CH:11]=[CH:12][C:13]([C:14]([N:16]3[C:27]4[C:28]5[C:20](=[C:21]([CH2:39][N:40]([CH3:41])[CH3:43])[NH:22][C:23]=5[CH:24]=[CH:25][CH:26]=4)[CH2:19][CH2:18][CH2:17]3)=[O:15])=[CH:29][CH:30]=2)=[O:8])=[CH:3][CH:4]=[CH:5][CH:6]=1 |f:1.2|. Procedure details: A mixture of 10 (0.10 g, 0.2 mmol), N, N-dimethylmethyleneammonium chloride (0.10 g, 5.3 eq) and CH2Cl2 (25 mL) was stirred under argon for about 2 h and diluted with water (5 mL). The layers were separated and the organic layer was washed with water (5 mL), dried (sodium sulfate) and evaporated to give 17 (clear glass). 1H NMR (DMSO-d6) 2.1 (m, 2 H), 2.22 (s, 6 H), 3.0 (m, 2 H), 3.3 (m, 1 H), 4.0 (m, 1 H), 4.79 (s, 2 H), 6.2 (d, J=7, 1 H), 6.8 (t, J=7, 1 (d, J=8, 2 H), 7.2-7.6 (m, 13 H), 10.31 ... The reactants are C1(=CC=CC=C1)S(=O)(=O)N1CC2C(C2C1)N1C(NC(C1=O)(CC=1N=CN(C1)C(C1=CC=CC=C1)(C1=CC=CC=C1)C1=CC=CC=C1)CC=1N=CN(C1)C(C1=CC=CC=C1)(C1=CC=CC=C1)C1=CC=CC=C1)=S (3-(3-Benzenesulfonyl-3-aza-bicyclo[3.1.0]hex-6-yl)-2-thioxo-5,5-bis-(1-trityl-1H-imidazol-4-ylmethyl)-imidazolidin 4one), C(#N)C1=CC=C(C(CBr)=O)C=C1 (4-cyanophenacyl bromide), C[Si](C)(C)[N-][Si](C)(C)C.[K+] (potassium bis(trimethylsilyl)-amide). Yields the product C1(=CC=CC=C1)S(=O)(=O)N1CC2C(C2C1)N1C(=NC(C1=O)(CC=1N=CN(C1)C(C1=CC=CC=C1)(C1=CC=CC=C1)C1=CC=CC=C1)CC=1N=CN(C1)C(C1=CC=CC=C1)(C1=CC=CC=C1)C1=CC=CC=C1)SCC(=O)C1=CC=C(C#N)C=C1 (4-{[1-(3-Benzenesulfonyl-3-aza-bicyclo[3.1.0]hex-6-yl)-4,4-bis-(1-trityl-1H-imidazol-4-ylmethyl)-4,5-dihydro-5-oxo-1H-imidazol-2-ylsulfanyl]-acetyl}-benzonitrile). RXN SMILES: [C:1]1([S:7]([N:10]2[CH2:15][CH:14]3[CH:12]([CH:13]3[N:16]3[C:20](=[O:21])[C:19]([CH2:47][C:48]4[N:49]=[CH:50][N:51]([C:53]([C:66]5[CH:71]=[CH:70][CH:69]=[CH:68][CH:67]=5)([C:60]5[CH:65]=[CH:64][CH:63]=[CH:62][CH:61]=5)[C:54]5[CH:59]=[CH:58][CH:57]=[CH:56][CH:55]=5)[CH:52]=4)([CH2:22][C:23]4[N:24]=[CH:25][N:26]([C:28]([C:41]5[CH:46]=[CH:45][CH:44]=[CH:43][CH:42]=5)([C:35]5[CH:40]=[CH:39][CH:38]=[CH:37][CH:36]=5)[C:29]5[CH:34]=[CH:33][CH:32]=[CH:31][CH:30]=5)[CH:27]=4)[NH:18][C:17]3=[S:72])[CH2:11]2)(=[O:9])=[O:8])[CH:6]=[CH:5][CH:4]=[CH:3][CH:2]=1.[C:73]([C:75]1[CH:84]=[CH:83][C:78]([C:79](=[O:82])[CH2:80]Br)=[CH:77][CH:76]=1)#[N:74].C[Si]([N-][Si](C)(C)C)(C)C.[K+]>>[C:1]1([S:7]([N:10]2[CH2:15][CH:14]3[CH:12]([CH:13]3[N:16]3[C:20](=[O:21])[C:19]([CH2:47][C:48]4[N:49]=[CH:50][N:51]([C:53]([C:60]5[CH:65]=[CH:64][CH:63]=[CH:62][CH:61]=5)([C:66]5[CH:71]=[CH:70][CH:69]=[CH:68][CH:67]=5)[C:54]5[CH:55]=[CH:56][CH:57]=[CH:58][CH:59]=5)[CH:52]=4)([CH2:22][C:23]4[N:24]=[CH:25][N:26]([C:28]([C:35]5[CH:40]=[CH:39][CH:38]=[CH:37][CH:36]=5)([C:41]5[CH:46]=[CH:45][CH:44]=[CH:43][CH:42]=5)[C:29]5[CH:30]=[CH:31][CH:32]=[CH:33][CH:34]=5)[CH:27]=4)[N:18]=[C:17]3[S:72][CH2:80][C:79]([C:78]3[CH:83]=[CH:84][C:75]([C:73]#[N:74])=[CH:76][CH:77]=3)=[O:82])[CH2:11]2)(=[O:9])=[O:8])[CH:6]=[CH:5][CH:4]=[CH:3][CH:2]=1 |f:2.3|. Procedure details: Using the same procedure as described in Example 1C, the title compound of 53C (0.548 g, 0.558 mmol) and 4-cyanophenacyl bromide (138 mg, 0.614 mmol) in the presence of potassium bis(trimethylsilyl)-amide (129 mg, 0.614 mmol) reacted to yield the title compound of 53D, after chromatographic purification, 0.46 g (0.41 mmol, 73% yield).